From a dataset of the Open Reaction Database (ORD), a public repository of structured organic reaction records. describe an organic reaction: reactants, conditions, products, and yield Starting materials: OC1=CC2=C(CCN(CC2)C(=O)OC(C)(C)C)C=C1NC1CCOCC1 (t-butyl 7-hydroxy-8-(tetrahydro-2H-pyran-4-ylamino)-1,2,4,5-tetrahydro-3H-3-benzazepine-3-carboxylate), C([O-])([O-])=O.[K+].[K+] (potassium carbonate), BrCC(=O)OC (methyl bromoacetate), O (water). Solvent: CN(C)C=O (DMF). Reaction conditions: time 6 hour. Yields the product O=C1N(C2=CC3=C(CCN(CC3)C(=O)OC(C)(C)C)C=C2OC1)C1CCOCC1 (t-butyl 3-oxo-4-(tetrahydro-2H-pyran-4-yl)-3,4,6,7,9,10-hexahydro[1,4]oxazino[2,3-h][3]benzazepine-8(2H)-carboxylate). Reaction SMILES: [OH:1][C:2]1[C:19]([NH:20][CH:21]2[CH2:26][CH2:25][O:24][CH2:23][CH2:22]2)=[CH:18][C:5]2[CH2:6][CH2:7][N:8]([C:11]([O:13][C:14]([CH3:17])([CH3:16])[CH3:15])=[O:12])[CH2:9][CH2:10][C:4]=2[CH:3]=1.C(=O)([O-])[O-].[K+].[K+].Br[CH2:34][C:35](OC)=[O:36].O>CN(C=O)C>[O:36]=[C:35]1[CH2:34][O:1][C:2]2[C:19](=[CH:18][C:5]3[CH2:6][CH2:7][N:8]([C:11]([O:13][C:14]([CH3:17])([CH3:16])[CH3:15])=[O:12])[CH2:9][CH2:10][C:4]=3[CH:3]=2)[N:20]1[CH:21]1[CH2:26][CH2:25][O:24][CH2:23][CH2:22]1 |f:1.2.3|. Procedure: To a solution of 215 mg of t-butyl 7-hydroxy-8-(tetrahydro-2H-pyran-4-ylamino)-1,2,4,5-tetrahydro-3H-3-benzazepine-3-carboxylate in 4 ml of DMF were added 98 mg of potassium carbonate and 0.062 ml of methyl bromoacetate, followed by stirring at room temperature for 6 hours. To the reaction mixture was added water, followed by extraction with EtOAc twice. The combined organic layer was washed with saturated brine three times, dried over anhydrous sodium sulfate, and then filtered, and the solvent... Procedure: A mixture of 1.7 g of 16-phenylthiohexadeca-5,8,11,14-tetraynoic acid ethyl ester, 184 ml of the pH 6.7 buffer solution of disodium hydrogen phosphate/potassium dihydrogen phosphate, prepared as in Example 1 and 17.5 g of Sigma Lipase, Type VII, from Candida cylindracea was sonicated for 5 hours at room temperature. The reaction mixture was then transferredto a separatory funnel with ethyl acetate (200 ml) and acidified with saturated solution of oxalic acid. The organic phase was separated and ... As a reaction SMILES: C([O:3][C:4](=[S:26])[CH2:5][CH2:6][CH2:7][C:8]#[C:9][CH2:10][C:11]#[C:12][CH2:13][C:14]#[C:15][CH2:16][C:17]#[C:18][CH2:19][C:20]1[CH:25]=[CH:24][CH:23]=[CH:22][CH:21]=1)C.P([O-])([O-])(O)=O.[Na+].[Na+].P([O-])(O)(O)=O.[K+].O1CCCCC1OC1CCCCO1.C(O)(=O)C(O)=O>C(OCC)(=O)C>[C:20]1([CH2:19][C:18]#[C:17][CH2:16][C:15]#[C:14][CH2:13][C:12]#[C:11][CH2:10][C:9]#[C:8][CH2:7][CH2:6][CH2:5][C:4]([OH:3])=[S:26])[CH:25]=[CH:24][CH:23]=[CH:22][CH:21]=1 |f:1.2.3.4.5|. Reactants: C(C)OC(CCCC#CCC#CCC#CCC#CCC1=CC=CC=C1)=S (16-phenylthiohexadeca-5,8,11,14-tetraynoic acid ethyl ester), buffer solution, P(=O)(O)([O-])[O-].[Na+].[Na+].P(=O)(O)(O)[O-].[K+] (disodium hydrogen phosphate potassium dihydrogen phosphate), O1C(CCCC1)OC1OCCCC1 (monotetrahydropyranyl ether), C(C(=O)O)(=O)O (oxalic acid). The solvent is C(C)(=O)OCC (ethyl acetate). Yields the product C1(=CC=CC=C1)CC#CCC#CCC#CCC#CCCCC(=S)O (16-phenylthiohexadeca-5,8,11,14-tetraynoic acid). Starting materials: CCOc1cc(C(C)(C)C)ncc1C1=NC(C)(c2ccc(Cl)cc2)C(C)(c2ccc(Cl)cc2)N1C(=O)Cl, Cc1csc(CC(=O)N2CCNCC2)n1. Product: CCOc1cc(C(C)(C)C)ncc1C1=NC(C)(c2ccc(Cl)cc2)C(C)(c2ccc(Cl)cc2)N1C(=O)N1CCN(C(=O)Cc2nc(C)cs2)CC1. As a reaction SMILES: [C:1]([CH3:2])([CH3:3])([CH3:4])[c:5]1[cH:6][c:7]([O:35][CH2:36][CH3:37])[c:8]([C:11]2=[N:15][C:14]([CH3:16])([c:17]3[cH:18][cH:19][c:20]([Cl:23])[cH:21][cH:22]3)[C:13]([CH3:24])([c:25]3[cH:26][cH:27][c:28]([Cl:31])[cH:29][cH:30]3)[N:12]2[C:32](=[O:33])[Cl:34])[cH:9][n:10]1.[CH3:38][c:39]1[n:40][c:41]([CH2:44][C:45](=[O:46])[N:47]2[CH2:48][CH2:49][NH:50][CH2:51][CH2:52]2)[s:42][cH:43]1>>[C:1]([CH3:2])([CH3:3])([CH3:4])[c:5]1[cH:6][c:7]([O:35][CH2:36][CH3:37])[c:8]([C:11]2=[N:15][C:14]([CH3:16])([c:17]3[cH:18][cH:19][c:20]([Cl:23])[cH:21][cH:22]3)[C:13]([CH3:24])([c:25]3[cH:26][cH:27][c:28]([Cl:31])[cH:29][cH:30]3)[N:12]2[C:32](=[O:33])[N:50]2[CH2:49][CH2:48][N:47]([C:45]([CH2:44][c:41]3[n:40][c:39]([CH3:38])[cH:43][s:42]3)=[O:46])[CH2:52][CH2:51]2)[cH:9][n:10]1. The reactants are O=C([O-])[O-], CCCCn1[nH]c(C(F)(F)F)cc1=S, CI, CC#N, [K+], [K+]. Product: CCCCn1nc(C(F)(F)F)cc1SC. Reaction SMILES: [C:15](=[O:16])([O-:17])[O-:18].[CH2:1]([CH2:2][CH2:3][CH3:4])[n:5]1[nH:6][c:7]([C:11]([F:12])([F:13])[F:14])[cH:8][c:9]1=[S:10].[CH3:21][I:22].[CH3:23][C:24]#[N:25].[K+:19].[K+:20]>>[CH2:1]([CH2:2][CH2:3][CH3:4])[n:5]1[n:6][c:7]([C:11]([F:12])([F:13])[F:14])[cH:8][c:9]1[S:10][CH3:15]. Reactants: O=C(n1ccnc1)n1ccnc1, Oc1ccc(Cl)c(Cl)c1, ClCCl. The product is O=C(Oc1ccc(Cl)c(Cl)c1)n1ccnc1. Reaction SMILES: [C:10](=[O:11])([n:12]1[cH:13][n:14][cH:15][cH:16]1)[n:17]1[cH:18][cH:19][n:20][cH:21]1.[Cl:1][c:2]1[cH:3][c:4]([OH:9])[cH:5][cH:6][c:7]1[Cl:8].[Cl:22][CH2:23][Cl:24]>>[Cl:1][c:2]1[cH:3][c:4]([O:9][C:10](=[O:11])[n:12]2[cH:13][n:14][cH:15][cH:16]2)[cH:5][cH:6][c:7]1[Cl:8]. Reactants: C1COCCO1, C[Sn](C)(C)c1ccc(C2=NOC(Cn3ccnn3)C2)cc1, CC(=O)NCC1CN(c2ccc(I)c(F)c2)C(=O)O1, c1coc(P(c2ccco2)c2ccco2)c1. Yields the product CC(=O)NCC1CN(c2ccc(-c3ccc(C4=NOC(Cn5ccnn5)C4)cc3)c(F)c2)C(=O)O1. RXN SMILES: [CH2:57]1[O:58][CH2:59][CH2:60][O:61][CH2:62]1.[CH3:1][Sn:2]([c:3]1[cH:4][cH:5][c:6]([C:9]2=[N:10][O:11][CH:12]([CH2:14][n:15]3[n:16][n:17][cH:18][cH:19]3)[CH2:13]2)[cH:7][cH:8]1)([CH3:20])[CH3:21].[F:22][c:23]1[cH:24][c:25]([N:30]2[C:31](=[O:40])[O:32][CH:33]([CH2:35][NH:36][C:37]([CH3:38])=[O:39])[CH2:34]2)[cH:26][cH:27][c:28]1[I:29].[o:41]1[cH:42][cH:43][cH:44][c:45]1[P:46]([c:47]1[o:48][cH:49][cH:50][cH:51]1)[c:52]1[o:53][cH:54][cH:55][cH:56]1>>[c:3]1(-[c:28]2[c:23]([F:22])[cH:24][c:25]([N:30]3[C:31](=[O:40])[O:32][CH:33]([CH2:35][NH:36][C:37]([CH3:38])=[O:39])[CH2:34]3)[cH:26][cH:27]2)[cH:4][cH:5][c:6]([C:9]2=[N:10][O:11][CH:12]([CH2:14][n:15]3[n:16][n:17][cH:18][cH:19]3)[CH2:13]2)[cH:7][cH:8]1. The reactants are CC(=O)C (acetone), CN(C)CC(C=1C=CC(=CC1)OC)C2(CCCCC2)O (Venlafaxine), O (water), [C-]#N.[Na+] (Sodium cyanide). As a reaction SMILES: [CH3:1][N:2]([CH2:4][CH:5]([C:14]1([OH:20])[CH2:19][CH2:18][CH2:17][CH2:16][CH2:15]1)[C:6]1[CH:7]=[CH:8][C:9]([O:12]C)=[CH:10][CH:11]=1)[CH3:3].[C-]#N.[Na+].O.CC(C)=O>CS(C)=O>[CH3:1][N:2]([CH2:4][CH:5]([C:14]1([OH:20])[CH2:19][CH2:18][CH2:17][CH2:16][CH2:15]1)[C:6]1[CH:7]=[CH:8][C:9]([OH:12])=[CH:10][CH:11]=1)[CH3:3] |f:1.2|. Reported procedure: 5.0 g Venlafaxine was dissolved in 50 ml dimethylsulfoxide at 25-30° C. Sodium cyanide 9.0 g was added and reaction mass was heated to 180-185° C. for 4 hours. The reaction mass was cooled and 25 ml water was added. The resulting solution was extracted with 2×50 ml ethyl acetate, combined organic layer was dried over anhydrous sodium sulfate, followed by distillation to give residue. The residue was treated with 25 ml acetone then cooled to 0-5° C. to give O-desmethylvenlafaxine. Run in CS(=O)C (dimethylsulfoxide). Conditions: temperature 182.5 celsius. The product is CN(C)CC(C=1C=CC(=CC1)O)C2(CCCCC2)O (O-desmethylvenlafaxine). Reactants: COC1=CC=C(C=C1)C(CCC(=O)C1=CC=CC=C1)=O (1-(4-methoxy-phenyl)-4-phenyl-butane-1,4-dione), NCC(=O)O (glycine). Run in C(C)(=O)O (acetic acid). Reaction conditions: temperature 100 celsius. Product: COC1=CC=C(C=C1)C=1N(C(=CC1)C1=CC=CC=C1)CC(=O)O ([2-(4-Methoxy-phenyl)-5-phenyl-pyrrol-1-yl]-acetic acid). Reaction SMILES: [CH3:1][O:2][C:3]1[CH:8]=[CH:7][C:6]([C:9](=O)[CH2:10][CH2:11][C:12]([C:14]2[CH:19]=[CH:18][CH:17]=[CH:16][CH:15]=2)=O)=[CH:5][CH:4]=1.[NH2:21][CH2:22][C:23]([OH:25])=[O:24]>C(O)(=O)C>[CH3:1][O:2][C:3]1[CH:8]=[CH:7][C:6]([C:9]2[N:21]([CH2:22][C:23]([OH:25])=[O:24])[C:12]([C:14]3[CH:19]=[CH:18][CH:17]=[CH:16][CH:15]=3)=[CH:11][CH:10]=2)=[CH:5][CH:4]=1. Reported procedure: A mixture of 1-(4-methoxy-phenyl)-4-phenyl-butane-1,4-dione (2.90 g, 10.8 mmol) and glycine 4 (1.62 g, 21.6 mmol) in 100 mL of glacial acetic acid is heated at 100° C. The reaction is monitored by TLC, when the starting material is consumed, the mixture is washed with 5% H2SO4 (200 mL) and then extracted with ethyl acetate (2×200 mL). The organics are combined, dried over sodium sulfate, filtered and concentrated to yield [2-(4-Methoxy-phenyl)-5-phenyl-pyrrol-1-yl]-acetic acid as a green solid (... Starting materials: O=C(O)c1ccc(N2CCN(Cc3cnc4c(c3)NC(=O)C3CCCCN43)CC2)cc1, CCOC(=O)c1ccc(N2CCN(Cc3cnc4c(c3)NC(=O)C3CCCCN43)CC2)nc1. Yields the product O=C(O)c1ccc(N2CCN(Cc3cnc4c(c3)NC(=O)C3CCCCN43)CC2)nc1. Reaction SMILES: [O:1]=[C:2]1[NH:3][c:4]2[cH:5][c:6]([CH2:7][N:8]3[CH2:9][CH2:10][N:11]([c:12]4[cH:13][cH:14][c:15]([C:16]([OH:17])=[O:18])[cH:19][cH:20]4)[CH2:21][CH2:22]3)[cH:23][n:24][c:25]2[N:26]2[CH2:27][CH2:28][CH2:29][CH2:30][CH:31]12.[O:32]=[C:33]1[CH:34]2[N:35]([c:36]3[c:37]([cH:39][c:40]([CH2:43][N:44]4[CH2:45][CH2:46][N:47]([c:50]5[n:51][cH:52][c:53]([C:54](=[O:55])[O:56][CH2:57][CH3:58])[cH:59][cH:60]5)[CH2:48][CH2:49]4)[cH:41][n:42]3)[NH:38]1)[CH2:61][CH2:62][CH2:63][CH2:64]2>>[O:32]=[C:33]1[CH:34]2[N:35]([c:36]3[c:37]([cH:39][c:40]([CH2:43][N:44]4[CH2:45][CH2:46][N:47]([c:50]5[n:51][cH:52][c:53]([C:54](=[O:55])[OH:56])[cH:59][cH:60]5)[CH2:48][CH2:49]4)[cH:41][n:42]3)[NH:38]1)[CH2:61][CH2:62][CH2:63][CH2:64]2. Starting materials: COC1=NC(=NC(=C1)OC)OC1=C([N+](=CC=C1)[O-])C(=O)OC (methyl 3-[(4,6-dimethoxypyrimidin-2-yl)oxy]picolinate N-oxide), CN(C(=O)Cl)C1CCCCC1 (N-methyl-N-cyclohexylcarbamoyl chloride), [I-].[Na+] (sodium iodide), C(C)(C)N(CC)C(C)C (diisopropylethylamine). Solvent: C(C)#N (acetonitrile), O (Water). The product is COC1=NC(=NC(=C1)OC)OC=1C(=NC(=CC1)N(C1CCCCC1)C)C(=O)OC (methyl 3-[(4,6-dimethoxypyrimidin-2-yl)oxy]-6-(N-methyl-N-cyclohexylamino)picolinate). Yield: 50.0%. As a reaction SMILES: [CH3:1][O:2][C:3]1[CH:8]=[C:7]([O:9][CH3:10])[N:6]=[C:5]([O:11][C:12]2[CH:17]=[CH:16][CH:15]=[N+:14]([O-])[C:13]=2[C:19]([O:21][CH3:22])=[O:20])[N:4]=1.[CH3:23][N:24]([CH:28]1[CH2:33][CH2:32][CH2:31][CH2:30][CH2:29]1)C(Cl)=O.[I-].[Na+].C(N(C(C)C)CC)(C)C>O.C(#N)C>[CH3:1][O:2][C:3]1[CH:8]=[C:7]([O:9][CH3:10])[N:6]=[C:5]([O:11][C:12]2[C:13]([C:19]([O:21][CH3:22])=[O:20])=[N:14][C:15]([N:24]([CH3:23])[CH:28]3[CH2:33][CH2:32][CH2:31][CH2:30][CH2:29]3)=[CH:16][CH:17]=2)[N:4]=1 |f:2.3|. Procedure details: 11.0 g (36 mmol) of methyl 3-[(4,6-dimethoxypyrimidin-2-yl)oxy]picolinate N-oxide, 9.5 g (54 mmol) of N-methyl-N-cyclohexylcarbamoyl chloride, 10.5 g (70 mmol) of sodium iodide and 9.0 g (70 mmol) of diisopropylethylamine were added to 150 ml of acetonitrile and reacted at a temperature of from 60° to 70° C. for one hour. Water was added to the reaction solution, and the organic layer was extracted with ethyl acetate, dried and concentrated. The obtained oily product was purified by silica gel c...